This data is from the Open Reaction Database (ORD), a public repository of structured organic reaction records. The task is: describe an organic reaction: reactants, conditions, products, and yield Reaction SMILES: [CH2:1]([c:2]1[cH:3][cH:4][cH:5][cH:6][cH:7]1)[n:8]1[cH:9][c:10]([C:23]([C:24](=[O:25])[O:26][CH2:27][CH3:28])=[O:29])[c:11]2[cH:12][cH:13][c:14](-[c:17]3[cH:18][cH:19][cH:20][cH:21][cH:22]3)[cH:15][c:16]12.[CH2:32]1[O:33][CH2:34][CH2:35][CH2:36]1.[K+:31].[OH-:30].[OH2:37]>>[CH2:1]([c:2]1[cH:3][cH:4][cH:5][cH:6][cH:7]1)[n:8]1[cH:9][c:10]([C:23]([C:24](=[O:25])[OH:26])=[O:29])[c:11]2[cH:12][cH:13][c:14](-[c:17]3[cH:18][cH:19][cH:20][cH:21][cH:22]3)[cH:15][c:16]12. The product is O=C(O)C(=O)c1cn(Cc2ccccc2)c2cc(-c3ccccc3)ccc12. Reactants: CCOC(=O)C(=O)c1cn(Cc2ccccc2)c2cc(-c3ccccc3)ccc12, C1CCOC1, [K+], [OH-], O. Starting materials: [H-].[Al+3].[Li+].[H-].[H-].[H-] (lithium aluminium hydride), C(C1=CC=CC=C1)OCC(=O)NC1=C(C=CC(=C1)OC)Cl (2-Benzyloxy-N-(2-chloro-5-methoxy-phenyl)acetamide), [H][H] (hydrogen), [H-].[Al+3].[Li+].[H-].[H-].[H-] (lithium aluminum hydride). The solvent is C1CCOC1 (THF). Yields the product C(C1=CC=CC=C1)OCCNC1=C(C=CC(=C1)OC)Cl ((2-Benzyloxy-ethyl)-(2-chloro-5-methoxyphenyl) amine). The yield is 101.7%. RXN SMILES: [CH2:1]([O:8][CH2:9][C:10]([NH:12][C:13]1[CH:18]=[C:17]([O:19][CH3:20])[CH:16]=[CH:15][C:14]=1[Cl:21])=O)[C:2]1[CH:7]=[CH:6][CH:5]=[CH:4][CH:3]=1.[H-].[Al+3].[Li+].[H-].[H-].[H-].[H][H]>C1COCC1>[CH2:1]([O:8][CH2:9][CH2:10][NH:12][C:13]1[CH:18]=[C:17]([O:19][CH3:20])[CH:16]=[CH:15][C:14]=1[Cl:21])[C:2]1[CH:3]=[CH:4][CH:5]=[CH:6][CH:7]=1 |f:1.2.3.4.5.6|. Reported procedure: 2-Benzyloxy-N-(2-chloro-5-methoxy-phenyl)acetamide (2) (18.9 g, 62.0 mmol) in THF (100 mL) was stirred and lithium aluminum hydride (4.9 g, 130.0 mmol) was added slowly over 15 min. There was a rapid evolution of hydrogen gas as the first of the lithium aluminium hydride was added. The reaction was then heated to reflux for 4 h and allowed to stand at RT over the weekend. The reaction was then quenched by the dropwise addition of water (50 mL) to the stirred solution. There was a violent evoluti... Starting materials: OC1=CC(=C(C=C1)C1=NC=CC2=CC(=CC=C12)S(=O)(=O)N(C1=NC=NC=C1)CC1=CC=C(C=C1)OC)OC (1-(4-hydroxy-2-methoxyphenyl)-N-(4-methoxybenzyl)-N-(pyrimidin-4-yl)isoquinoline-6-sulfonamide), C([O-])([O-])=O.[Cs+].[Cs+] (cesium carbonate), CN(C)C=O (DMF), C([O-])([O-])=O.[Cs+].[Cs+] (cesium carbonate), ICC(C)C (1-iodo-2-methylpropane), ICC(C)C (1-iodo-2-methylpropane). Run in O (water), CO.C(Cl)Cl (MeOH DCM). Conditions: time 2 hour. The product is C(C(C)C)OC1=CC(=C(C=C1)C1=NC=CC2=CC(=CC=C12)S(=O)(=O)NC1=NC=NC=C1)OC (1-(4-isobutoxy-2-methoxyphenyl)-N-(pyrimidin-4-yl)isoquinoline-6-sulfonamide). The yield is 87.5%. As a reaction SMILES: [OH:1][C:2]1[CH:7]=[CH:6][C:5]([C:8]2[C:17]3[C:12](=[CH:13][C:14]([S:18]([N:21](CC4C=CC(OC)=CC=4)[C:22]4[CH:27]=[CH:26][N:25]=[CH:24][N:23]=4)(=[O:20])=[O:19])=[CH:15][CH:16]=3)[CH:11]=[CH:10][N:9]=2)=[C:4]([O:37][CH3:38])[CH:3]=1.C(=O)([O-])[O-].[Cs+].[Cs+].CN(C=O)C.I[CH2:51][CH:52]([CH3:54])[CH3:53]>O.CO.C(Cl)Cl>[CH2:51]([O:1][C:2]1[CH:7]=[CH:6][C:5]([C:8]2[C:17]3[C:12](=[CH:13][C:14]([S:18]([NH:21][C:22]4[CH:27]=[CH:26][N:25]=[CH:24][N:23]=4)(=[O:19])=[O:20])=[CH:15][CH:16]=3)[CH:11]=[CH:10][N:9]=2)=[C:4]([O:37][CH3:38])[CH:3]=1)[CH:52]([CH3:54])[CH3:53] |f:1.2.3,7.8|. Procedure: A vial was charged with 1-(4-hydroxy-2-methoxyphenyl)-N-(4-methoxybenzyl)-N-(pyrimidin-4-yl)isoquinoline-6-sulfonamide (38.07 mg, 0.072 mmol), cesium carbonate (70.4 mg, 0.216 mmol), and DMF (360 μl). Within a few minutes, a deep red solution formed. 1-iodo-2-methylpropane (16.58 μl, 0.144 mmol) was added. The vial was sealed and lowered into a 50° C. heating bath. After 2 h, additional portions of cesium carbonate (70.4 mg, 0.216 mmol) and 1-iodo-2-methylpropane (16.58 μl, 0.144 mmol) were adde... Reactants: CC(C)(C)OC(=O)c1ccccc1-c1ccc(CBr)cc1, CCCCC(=O)Nc1ccc(OC)cc1[N+](=O)[O-], CN(C)C=O, CCOC(C)=O, [H-], [Na+]. The product is CCCCC(=O)N(Cc1ccc(-c2ccccc2C(=O)OC(C)(C)C)cc1)c1ccc(OC)cc1[N+](=O)[O-]. Reaction SMILES: [Br:21][CH2:22][c:23]1[cH:24][cH:25][c:26](-[c:29]2[c:30]([C:35](=[O:36])[O:37][C:38]([CH3:39])([CH3:40])[CH3:41])[cH:31][cH:32][cH:33][cH:34]2)[cH:27][cH:28]1.[C:1]([CH2:2][CH2:3][CH2:4][CH3:5])(=[O:6])[NH:7][c:8]1[c:9]([N+:16](=[O:17])[O-:18])[cH:10][c:11]([O:14][CH3:15])[cH:12][cH:13]1.[CH3:42][N:43]([CH3:44])[CH:45]=[O:46].[CH3:47][CH2:48][O:49][C:50](=[O:51])[CH3:52].[H-:19].[Na+:20]>>[C:1]([CH2:2][CH2:3][CH2:4][CH3:5])(=[O:6])[N:7]([c:8]1[c:9]([N+:16](=[O:17])[O-:18])[cH:10][c:11]([O:14][CH3:15])[cH:12][cH:13]1)[CH2:22][c:23]1[cH:24][cH:25][c:26](-[c:29]2[c:30]([C:35](=[O:36])[O:37][C:38]([CH3:39])([CH3:40])[CH3:41])[cH:31][cH:32][cH:33][cH:34]2)[cH:27][cH:28]1. Starting materials: S1C(=CC=C1)C(N)=S (2-thiophenethiocarboxamide), BrCC(=O)C1=CC=CC=C1 (2-bromoacetophenone). The solvent is O (water), C(C)O (ethanol). Run at time 18 hour. The product is C1(=CC=CC=C1)C=1N=C(SC1)C=1SC=CC1 (4-phenyl-2-(thien-2-yl)thiazole). Yield: 93.5%. RXN SMILES: [S:1]1[CH:5]=[CH:4][CH:3]=[C:2]1[C:6](=[S:8])[NH2:7].Br[CH2:10][C:11]([C:13]1[CH:18]=[CH:17][CH:16]=[CH:15][CH:14]=1)=O>C(O)C.O>[C:13]1([C:11]2[N:7]=[C:6]([C:2]3[S:1][CH:5]=[CH:4][CH:3]=3)[S:8][CH:10]=2)[CH:18]=[CH:17][CH:16]=[CH:15][CH:14]=1. Reported procedure: To a stirred solution of 2-thiophenethiocarboxamide (1.56 g, 0.0109 mole) in ethanol (50 mL) was added 2-bromoacetophenone (2.19 g, 0.0110 mole). After complete addition the mixture was heated at reflux for two hours, then was allowed to cool to room temperature and stir for approximately 18 hours. The solvent was removed from the reaction mixture by evaporation under reduced pressure, leaving an oil which solidified. This solid was suspended in water and extracted twice with methylene chloride.... Reactants: [Cl-].C(C)N(C(N(CC)CC)=[N+](CC)CC)CC (hexaethylguanidinium chloride), ClC1=C2C(C(=O)OC2=O)=CC=C1 (chlorophthalic anhydride), P(O)(O)(O)=O (phosphoric acid), [Cl-].[K+] (potassium chloride), C1=CC2=C(C=C1OC3=CC4=C(C=C3)C(=O)OC4=O)C(=O)OC2=O (4,4′-oxydiphthalic anhydride), ClC1=C2C(C(=O)OC2=O)=CC=C1 (chlorophthalic anhydride), C1=CC2=C(C=C1OC3=CC4=C(C=C3)C(=O)OC4=O)C(=O)OC2=O (4,4′-oxydiphthalic anhydride), C1=CC2=C(C=C1OC3=CC4=C(C=C3)C(=O)OC4=O)C(=O)OC2=O (4,4′-oxydiphthalic anhydride). The solvent is O (water), O (water), ClC1=C(C=CC=C1)Cl (ortho-dichlorobenzene). Yields the product tetraacid, ClC1=C(C(C(=O)O)=CC=C1)C(=O)O (chlorophthalic acid). Reaction SMILES: C1C([O:7]C2C=CC3C(OC(=O)C=3C=2)=O)=CC2C(OC(=O)C=2C=1)=O.[Cl-].[K+].[Cl-].C(N(CC)C(=[N+](CC)CC)N(CC)CC)C.[Cl:43][C:44]1[CH:54]=[CH:53][CH:52]=[C:46]2[C:47]([O:49][C:50](=[O:51])[C:45]=12)=[O:48].P(=O)(O)(O)O>O.ClC1C=CC=CC=1Cl>[Cl:43][C:44]1[CH:54]=[CH:53][CH:52]=[C:46]([C:47]([OH:7])=[O:48])[C:45]=1[C:50]([OH:49])=[O:51] |f:1.2,3.4|. Procedure: The purpose of this Example was to show that without decantation, a relatively higher level of impurities levels were present in the 4,4′-oxydiphthalic anhydride that was produced, as compared to Examples 4 and 5 where decantation is practiced. 2645 parts of a WC of material consisting of 68.7 wt % 4,4′-oxydiphthalic anhydride, 13.3 wt % of potassium chloride, 18 wt % of ortho-dichlorobenzene based on total weight of the WC, and some minor impurities such as hexaethylguanidinium chloride (1146 p... Reactants: O (water), C(C)(=O)NC=1SC=C(N1)CCC1=CC(=C(C(=O)O)C=C1)F (4-{2-[2-(acetylamino)-1,3-thiazol-4-yl]ethyl}-2-fluorobenzoic acid), C(=O)(N1C=NC=C1)N1C=NC=C1 (1,1′-carbonyldiimidazole), [BH4-].[Na+] (sodium borohydride), O (water). Solvent: O1CCCC1 (tetrahydrofuran), O1CCCC1 (tetrahydrofuran). Reaction conditions: time 1.5 hour. Yields the product FC=1C=C(C=CC1CO)CCC=1N=C(SC1)NC(C)=O (N-(4-{2-[3-fluoro-4-(hydroxymethyl)phenyl]ethyl}-1,3-thiazol-2-yl)acetamide). Isolated yield 64.7%. Reaction SMILES: [C:1]([NH:4][C:5]1[S:6][CH:7]=[C:8]([CH2:10][CH2:11][C:12]2[CH:20]=[CH:19][C:15]([C:16](O)=[O:17])=[C:14]([F:21])[CH:13]=2)[N:9]=1)(=[O:3])[CH3:2].C(N1C=CN=C1)(N1C=CN=C1)=O.[BH4-].[Na+].O>O1CCCC1>[F:21][C:14]1[CH:13]=[C:12]([CH2:11][CH2:10][C:8]2[N:9]=[C:5]([NH:4][C:1](=[O:3])[CH3:2])[S:6][CH:7]=2)[CH:20]=[CH:19][C:15]=1[CH2:16][OH:17] |f:2.3|. Reported procedure: To a suspension of 4-{2-[2-(acetylamino)-1,3-thiazol-4-yl]ethyl}-2-fluorobenzoic acid (555.0 mg, 1.800 mmol) in anhydrous tetrahydrofuran (4 ml) was added 1,1′-carbonyldiimidazole (364.8 mg, 2.250 mmol), and the mixture was stirred at room temperature for 1.5 hr. The reaction mixture was added dropwise to a mixture of sodium borohydride (1.362 g, 36.0 mmol), tetrahydrofuran (36 ml) and water (9 ml), which had been cooled to −25° C. After stirring at not more than 0° C. for 1 hr, water was added ... The reactants are F[C@@H]1CO[C@@H](CC[C@H]1NC(OC(C)(C)C)=O)C1=C(C=NN1C)[N+](=O)[O-] (tert-butyl ((3S,4R,7S)-3-fluoro-7-(1-methyl-4-nitro-1H-pyrazol-5-yl)oxepan-4-yl)carbamate), F[C@@H]1CO[C@@H](CC[C@H]1NC(OC(C)(C)C)=O)C1=C(C=NN1C)[N+](=O)[O-] (tert-butyl ((3S,4R,7S)-3-fluoro-7-(1-methyl-4-nitro-1H-pyrazol-5-yl)oxepan-4-yl)carbamate), C(C)(C)(C)OC(=O)NC1=C(N=C(S1)C1=C(C=CC=C1)F)C(=O)O (5-(tert-butoxycarbonylamino)-2-(2-fluorophenyl)thiazole-4-carboxylic acid). Yields the product NC1=C(N=C(S1)C1=C(C=CC=C1)F)C(=O)NC=1C=NN(C1[C@H]1OC[C@H]([C@@H](CC1)N)F)C (5-amino-N-(5-((2S,5R,6S)-5-amino-6-fluorooxepan-2-yl)-1-methyl-1H-pyrazol-4-yl)-2-(2-fluorophenyl)thiazole-4-carboxamide). As a reaction SMILES: [F:1][C@H:2]1[C@H:8]([NH:9]C(=O)OC(C)(C)C)[CH2:7][CH2:6][C@@H:5]([C:17]2[N:21]([CH3:22])[N:20]=[CH:19][C:18]=2[N+:23]([O-])=O)[O:4][CH2:3]1.C(OC([NH:33][C:34]1[S:38][C:37]([C:39]2[CH:44]=[CH:43][CH:42]=[CH:41][C:40]=2[F:45])=[N:36][C:35]=1[C:46](O)=[O:47])=O)(C)(C)C>>[NH2:33][C:34]1[S:38][C:37]([C:39]2[CH:44]=[CH:43][CH:42]=[CH:41][C:40]=2[F:45])=[N:36][C:35]=1[C:46]([NH:23][C:18]1[CH:19]=[N:20][N:21]([CH3:22])[C:17]=1[C@@H:5]1[CH2:6][CH2:7][C@@H:8]([NH2:9])[C@H:2]([F:1])[CH2:3][O:4]1)=[O:47]. Procedure details: Following the procedure for Example 111 starting from tert-butyl ((3S,4R,7S)-3-fluoro-7-(1-methyl-4-nitro-1H-pyrazol-5-yl)oxepan-4-yl)carbamate (Intermediate 80), and replacing 5-((tert-butoxycarbonyl)amino)-2-(2,6-difluorophenyl)thiazole-4-carboxylic acid with 5-(tert-butoxycarbonylamino)-2-(2-fluorophenyl)thiazole-4-carboxylic acid (Example 7) gave 317. 1H NMR (400 MHz, DMSO-d6) δ 9.34 (s, 1H), 8.30 (td, J=7.9, 1.8 Hz, 1H), 7.87 (s, 1H), 7.48-7.26 (m, 5H), 7.02-6.56 (m, 1H), 4.84 (dd, J=10.6, ...